From a dataset of the Open Reaction Database (ORD), a public repository of structured organic reaction records. describe an organic reaction: reactants, conditions, products, and yield Starting materials: [H-].[Na+] (sodium hydride), Cl.CN(C1CCC=2N(C3=CC=CC(=C3C2C1)C)C)C (3-(dimethylamino)-5,9-dimethyl-1,2,3,4-tetrahydrocarbazole hydrochloride), CN(C1CCC=2NC3=CC=CC(=C3C2C1)C)C (3-(dimethylamino)-5-methyl-1,2,3,4-tetrahydrocarbazole), CI (methyl iodide). The solvent is O (water), CN(C=O)C (dimethylformamide), CN(C=O)C (dimethylformamide). Conditions: time 1 hour. The product is CN(C1CCC=2N(C3=CC=CC(=C3C2C1)C)C)C (3-(Dimethylamino)-5,9-dimethyl-1,2,3,4-tetrahydrocarbazole). As a reaction SMILES: [H-].[Na+].CN(C)C1CC2C3C(=CC=CC=3C)NC=2CC1.CI.Cl.[CH3:23][N:24]([CH3:40])[CH:25]1[CH2:37][C:36]2[C:35]3[C:30](=[CH:31][CH:32]=[CH:33][C:34]=3[CH3:38])[N:29]([CH3:39])[C:28]=2[CH2:27][CH2:26]1>O.CN(C)C=O>[CH3:40][N:24]([CH3:23])[CH:25]1[CH2:37][C:36]2[C:35]3[C:30](=[CH:31][CH:32]=[CH:33][C:34]=3[CH3:38])[N:29]([CH3:39])[C:28]=2[CH2:27][CH2:26]1 |f:0.1,4.5|. Reported procedure: To a slurry of 1 g. of sodium hydride in 20 ml. of dimethylformamide was added 9.5 g. of 3-(dimethylamino)-5-methyl-1,2,3,4-tetrahydrocarbazole (Example 245A) in 100 ml. of dimethylformamide. The mixture was stirred for one hour, 5.9 g. of methyl iodide was added to the resulting clear solution in one portion, and the solution was heated for two hours on a steam bath, stirred at room temperature for one hour, diluted in 300 ml. of water and left stand for eighteen hours. The resulting solids wer... Starting materials: O=C([O-])C=CC(=O)O, ON=C1CCCCCCCCCCC1, CC(C)N(CCCl)C(C)C, [H-], [Na+]. The product is CC(C)N(CCON=C1CCCCCCCCCCC1)C(C)C. Reaction SMILES: [C:27]([OH:28])(=[O:29])[CH:30]=[CH:31][C:32]([O-:33])=[O:34].[C:3]1(=[N:15][OH:16])[CH2:4][CH2:5][CH2:6][CH2:7][CH2:8][CH2:9][CH2:10][CH2:11][CH2:12][CH2:13][CH2:14]1.[CH:17]([CH3:18])([CH3:19])[N:20]([CH2:21][CH2:22][Cl:23])[CH:24]([CH3:25])[CH3:26].[H-:1].[Na+:2]>>[C:3]1(=[N:15][O:16][CH2:22][CH2:21][N:20]([CH:17]([CH3:18])[CH3:19])[CH:24]([CH3:25])[CH3:26])[CH2:4][CH2:5][CH2:6][CH2:7][CH2:8][CH2:9][CH2:10][CH2:11][CH2:12][CH2:13][CH2:14]1. The product is OCC=1N=CN(C1)C1=CC=C(C=C1)C=1CCC(NN1)=O (4,5-dihydro-6-[4-(4-hydroxymethyl-1H-imidazol-1-yl)phenyl]-3(2H)-pyridazinone). Reaction SMILES: [OH:1][CH2:2][C:3]1[N:4]=[CH:5][N:6]([C:8]2[CH:13]=[CH:12][C:11]([C:14](=O)[CH2:15][CH2:16][C:17]([OH:19])=O)=[CH:10][CH:9]=2)[CH:7]=1.O.[NH2:22][NH2:23]>>[OH:1][CH2:2][C:3]1[N:4]=[CH:5][N:6]([C:8]2[CH:13]=[CH:12][C:11]([C:14]3[CH2:15][CH2:16][C:17](=[O:19])[NH:22][N:23]=3)=[CH:10][CH:9]=2)[CH:7]=1 |f:1.2|. The reactants are OCC=1N=CN(C1)C1=CC=C(C=C1)C(CCC(=O)O)=O (4-(4-hydroxymethyl-1H-imidazol-1-yl)-γ-oxobenzenebutanoic acid), O.NN (hydrazine hydrate). Procedure details: Similarly, the reaction of 4-(4-hydroxymethyl-1H-imidazol-1-yl)-γ-oxobenzenebutanoic acid with hydrazine hydrate according to the procedure of this Example gives 4,5-dihydro-6-[4-(4-hydroxymethyl-1H-imidazol-1-yl)phenyl]-3(2H)-pyridazinone (3g), mp 213.5°-215° C. Starting materials: COC=1C=C(C(=O)Cl)C=C(C1OC)OC (3,4,5-Trimethoxybenzoyl chloride), ClCCCl (1,2-dichloroethane), resultant mixture, COC1=CC2=C(CCC(O2)(CCN2CCNCC2)C)C=C1 (3,4-dihydro-7-methoxy-2-methyl-2-[2-(piperazin-1-yl)ethyl]-2H-benzopyran), N1=CC=CC=C1 (pyridine). The solvent is O (water). The product is COC1=CC2=C(CCC(O2)(C)CCN2CCN(CC2)C(C2=CC(=C(C(=C2)OC)OC)OC)=O)C=C1 (1-[2-(3,4-dihydro-7-methoxy-2-methyl-2H-benzopyran-2-yl)ethyl]-4-(3,4,5-trimethoxybenzoyl)piperazine). The yield is 42.8%. RXN SMILES: [CH3:1][O:2][C:3]1[CH:4]=[C:5]([CH:9]=[C:10]([O:14][CH3:15])[C:11]=1[O:12][CH3:13])[C:6](Cl)=[O:7].[CH3:16][O:17][C:18]1[CH:36]=[CH:35][C:21]2[CH2:22][CH2:23][C:24]([CH3:34])([CH2:26][CH2:27][N:28]3[CH2:33][CH2:32][NH:31][CH2:30][CH2:29]3)[O:25][C:20]=2[CH:19]=1.N1C=CC=CC=1.ClCCCl>O>[CH3:16][O:17][C:18]1[CH:36]=[CH:35][C:21]2[CH2:22][CH2:23][C:24]([CH2:26][CH2:27][N:28]3[CH2:33][CH2:32][N:31]([C:6](=[O:7])[C:5]4[CH:4]=[C:3]([O:2][CH3:1])[C:11]([O:12][CH3:13])=[C:10]([O:14][CH3:15])[CH:9]=4)[CH2:30][CH2:29]3)([CH3:34])[O:25][C:20]=2[CH:19]=1. Procedure: 3,4,5-Trimethoxybenzoyl chloride (6.7 g, 0.029 mol) was added dropwise to a solution composed of 7.0 g (0.0241 mol) of 3,4-dihydro-7-methoxy-2-methyl-2-[2-(piperazin-1-yl)ethyl]-2H-benzopyran, 2.28 g of pyridine and 100 ml of 1,2-dichloroethane. The resultant mixture was stirred at room temperature for 2 hours. The reaction mixture obtained was poured into water and extracted with diethyl ether, the extract was dried over anhydrous sodium sulfate, and low-boiling substances were distilled off un... Starting materials: CNCC1=CC=C(C=C1)C=1C=NC=C(C1)C=1C2=C(N=C(N1)C1=NC(=CC=C1)C)NC=C2 (Methyl-(4-{5-[2-(6-methyl-pyridin-2-yl)-7H-pyrrolo[2,3-d]pyrimidin-4-yl]-pyridin-3-yl}-benzyl)-amine), Intermediate 185, Cl.CN (methylamine hydrochloride), CC1=CC=CC(=N1)C=1N=C(C2=C(N1)NC=C2)C=2C=C(C=NC2)C2=CC=C(C=O)C=C2 (4-{5-[2-(6-methyl-pyridin-2-yl)-7H-pyrrolo[2,3-d]pyrimidin-4-yl]-pyridin-3-yl}-benzaldehyde), 4-{5-[6-(6-methyl-pyridin-2-yl)-1H-pyrrolo[2,3-b]pyridin-4-yl]-3-yl}-benzaldehyde, COC(CN)=O (amino-acetic acid methyl ester). Product: COC(CNCC1=CC=C(C=C1)C=1C=NC=C(C1)C1=C2C(=NC(=C1)C1=NC(=CC=C1)C)NC=C2)=O ((4-{5-[6-(6-Methyl-pyridin-2-yl)-1H-pyrrolo[2,3-b]pyridin-4-yl]-pyridin-3-yl}-benzylamino)-acetic acid methyl ester). RXN SMILES: [CH3:1][NH:2][CH2:3][C:4]1[CH:9]=[CH:8][C:7]([C:10]2[CH:11]=[N:12][CH:13]=[C:14]([C:16]3[C:17]4[CH:31]=[CH:30][NH:29][C:18]=4[N:19]=[C:20]([C:22]4[CH:27]=[CH:26][CH:25]=[C:24]([CH3:28])[N:23]=4)N=3)[CH:15]=2)=[CH:6][CH:5]=1.[CH3:32]C1N=C(C2N=C(C3C=C(C4C=CC(C=O)=CC=4)C=NC=3)C3C=CNC=3N=2)C=CC=1.Cl.CN.[CH3:65][O:66][C:67](=[O:70])CN>>[CH3:65][O:66][C:67](=[O:70])[CH2:1][NH:2][CH2:3][C:4]1[CH:5]=[CH:6][C:7]([C:10]2[CH:11]=[N:12][CH:13]=[C:14]([C:16]3[CH:32]=[C:20]([C:22]4[CH:27]=[CH:26][CH:25]=[C:24]([CH3:28])[N:23]=4)[N:19]=[C:18]4[NH:29][CH:30]=[CH:31][C:17]=34)[CH:15]=2)=[CH:8][CH:9]=1 |f:2.3|. Procedure details: (4-{5-[6-(6-Methyl-pyridin-2-yl)-1H-pyrrolo[2,3-b]pyridin-4-yl]-pyridin-3-yl}-benzylamino)-acetic acid methyl ester is prepared by an analogous method to that for methyl-(4-{5-[2-(6-methyl-pyridin-2-yl)-7H-pyrrolo[2,3-d]pyrimidin-4-yl]-pyridin-3-yl}-benzyl)-amine (Example 39) by replacing 4-{5-[2-(6-Methyl-pyridin-2-yl)-7H-pyrrolo[2,3-d]pyrimidin-4-yl]-pyridin-3-yl}-benzaldehyde (Intermediate 58) with 4-{5-[6-(6-methyl-pyridin-2-yl)-1H-pyrrolo[2,3-b]pyridin-4-yl]-3-yl}-benzaldehyde (Intermediate...